Dataset: the Open Reaction Database (ORD), a public repository of structured organic reaction records. Task: describe an organic reaction: reactants, conditions, products, and yield The product is CC(C)NCC(C=1C=CC(=CC1)NS(=O)(=O)C)O (Sotalol). Reaction SMILES: [CH3:1][CH:2]([NH:4][CH2:5][C@@H:6]([OH:18])[C:7]1[CH:12]=[CH:11][C:10]([NH:13][S:14]([CH3:17])(=[O:16])=[O:15])=[CH:9][CH:8]=1)[CH3:3].Cl.C(O)(=O)C(C1C=CC=CC=1)O>>[CH3:3][CH:2]([NH:4][CH2:5][CH:6]([OH:18])[C:7]1[CH:8]=[CH:9][C:10]([NH:13][S:14]([CH3:17])(=[O:16])=[O:15])=[CH:11][CH:12]=1)[CH3:1] |f:0.1|. Procedure: In addition, using chemical method as described by Le Garrec (1987), enriched d-sotalol hydrochloride and l-sotalol hydrochloride were prepared using mandelic acid and subjected to conversion to the base form, chiral separation and reconversion to hydrochloride salt was carried out. The details of these procedures are given below: Starting materials: CC(C)NC[C@H](C1=CC=C(C=C1)NS(=O)(=O)C)O.Cl (d-sotalol hydrochloride), l-sotalol hydrochloride, C(C(O)C1=CC=CC=C1)(=O)O (mandelic acid). Starting materials: CS(=O)(=O)Cl, CN1CCCC1=O, CCN(C(C)C)C(C)C, Cn1cnc2c(C#N)nc(-c3ccc(OCCCO)c(C(F)(F)F)c3)cc21. Yields the product Cn1cnc2c(C#N)nc(-c3ccc(OCCCOS(C)(=O)=O)c(C(F)(F)F)c3)cc21. RXN SMILES: [CH3:1][S:2]([Cl:3])(=[O:4])=[O:5].[CH3:42][N:43]1[CH2:44][CH2:45][CH2:46][C:47]1=[O:48].[CH:33]([N:34]([CH:35]([CH3:36])[CH3:37])[CH2:38][CH3:39])([CH3:40])[CH3:41].[OH:6][CH2:7][CH2:8][CH2:9][O:10][c:11]1[c:12]([C:29]([F:30])([F:31])[F:32])[cH:13][c:14](-[c:17]2[cH:18][c:19]3[c:20]([c:21]([C:23]#[N:24])[n:22]2)[n:25][cH:26][n:27]3[CH3:28])[cH:15][cH:16]1>>[CH3:1][S:2](=[O:4])(=[O:5])[O:6][CH2:7][CH2:8][CH2:9][O:10][c:11]1[c:12]([C:29]([F:30])([F:31])[F:32])[cH:13][c:14](-[c:17]2[cH:18][c:19]3[c:20]([c:21]([C:23]#[N:24])[n:22]2)[n:25][cH:26][n:27]3[CH3:28])[cH:15][cH:16]1. The reactants are C#CC=C(CC)c1cccc(O[Si](C)(C)C(C)(C)C)c1, C1CCOC1, CCCC[N+](CCCC)(CCCC)CCCC, [Cl-], [F-], [NH4+]. The product is C#CC=C(CC)c1cccc(O)c1. As a reaction SMILES: [C:1]([Si:2]([CH3:3])([CH3:4])[O:8][c:9]1[cH:10][c:11]([C:15](=[CH:16][C:17]#[CH:18])[CH2:19][CH3:20])[cH:12][cH:13][cH:14]1)([CH3:5])([CH3:6])[CH3:7].[CH2:41]1[O:42][CH2:43][CH2:44][CH2:45]1.[CH3:22][CH2:23][CH2:24][CH2:25][N+:26]([CH2:27][CH2:28][CH2:29][CH3:30])([CH2:31][CH2:32][CH2:33][CH3:34])[CH2:35][CH2:36][CH2:37][CH3:38].[Cl-:39].[F-:21].[NH4+:40]>>[OH:8][c:9]1[cH:10][c:11]([C:15](=[CH:16][C:17]#[CH:18])[CH2:19][CH3:20])[cH:12][cH:13][cH:14]1.